Task: describe an organic reaction: reactants, conditions, products, and yield. Dataset: the Open Reaction Database (ORD), a public repository of structured organic reaction records The reactants are CC1(C)C2CCC1(CS(=O)(=O)O)C(=O)C2, CCOCC, CCO, Cc1ccccc1, CCCCCC, Nc1ccc(Oc2ccnc(NC(=O)N3CCC(CN4CCC4)CC3)c2)c(F)c1, O=C(Cc1ccccc1)N=C=S. Product: O=C(Cc1ccccc1)NC(=S)Nc1ccc(Oc2ccnc(NC(=O)N3CCC(CN4CCC4)CC3)c2)c(F)c1. Reaction SMILES: [C:30]12([CH2:31][S:32]([OH:33])(=[O:34])=[O:35])[C:36]([CH3:37])([CH3:38])[CH:39]([CH2:40][CH2:41]1)[CH2:42][C:43]2=[O:44].[CH3:57][CH2:58][O:59][CH2:60][CH3:61].[CH3:62][CH2:63][OH:64].[CH3:65][c:66]1[cH:67][cH:68][cH:69][cH:70][cH:71]1.[CH3:72][CH2:73][CH2:74][CH2:75][CH2:76][CH3:77].[NH2:1][c:2]1[cH:3][c:4]([F:29])[c:5]([O:6][c:7]2[cH:8][c:9]([NH:13][C:14](=[O:15])[N:16]3[CH2:17][CH2:18][CH:19]([CH2:22][N:23]4[CH2:24][CH2:25][CH2:26]4)[CH2:20][CH2:21]3)[n:10][cH:11][cH:12]2)[cH:27][cH:28]1.[c:45]1([CH2:51][C:52](=[O:53])[N:54]=[C:55]=[S:56])[cH:46][cH:47][cH:48][cH:49][cH:50]1>>[NH:1]([c:2]1[cH:3][c:4]([F:29])[c:5]([O:6][c:7]2[cH:8][c:9]([NH:13][C:14](=[O:15])[N:16]3[CH2:17][CH2:18][CH:19]([CH2:22][N:23]4[CH2:24][CH2:25][CH2:26]4)[CH2:20][CH2:21]3)[n:10][cH:11][cH:12]2)[cH:27][cH:28]1)[C:55]([NH:54][C:52]([CH2:51][c:45]1[cH:46][cH:47][cH:48][cH:49][cH:50]1)=[O:53])=[S:56]. Starting materials: [Mn](=O)(=O)(=O)[O-].[K+] (potassium permanganate), COCCOCCN(CCOCCOC)CCOCCOC (2-(2-methoxyethoxy)-N,N-bis[2-(2-methoxyethoxy)ethyl]ethanamine), CN1N=NC2=C1C(=CC=C2)CO (1-methyl-1H-benzotriazole-7-methanol). Solvent: ClCCl (dichloromethane), ClCCl (dichloromethane). Run at time 2 hour. The product is CN1N=NC2=C1C(=CC=C2)C=O (1-methyl-1H-benzotriazole-7-carboxaldehyde). Isolated yield 46.6%. As a reaction SMILES: [Mn]([O-])(=O)(=O)=O.[K+].COCCOCCN(CCOCCOC)CCOCCOC.[CH3:29][N:30]1[C:34]2[C:35]([CH2:39][OH:40])=[CH:36][CH:37]=[CH:38][C:33]=2[N:32]=[N:31]1>ClCCl>[CH3:29][N:30]1[C:34]2[C:35]([CH:39]=[O:40])=[CH:36][CH:37]=[CH:38][C:33]=2[N:32]=[N:31]1 |f:0.1|. Procedure details: To a stirred mixture of 7.4 parts of potassium permanganate, 0.6 parts of 2-(2-methoxyethoxy)-N,N-bis[2-(2-methoxyethoxy)ethyl]ethanamine and 130 parts of dichloromethane was added dropwise a solution of 7.6 parts of 1-methyl-1H-benzotriazole-7-methanol in dichloromethane. Upon complete addition, stirring was continued for 2 hours. The reaction mixture was filtered over diatomaceous earth and washed with dichloromethane. The organic layer was washed with 30 parts of a hydrochloric acid solution ... Reactants: O (water), C(C)(C)(C)OC(N[C@@H](C)C1=CC=C(C=C1)Br)=O (tert-butyl[(1S)-1-(4-bromophenyl)ethyl]carbamate), N1=C(C=CC=C1)C=O (picolinaldehyde), C(CCC)[Li] (n-butyllithium). Solvent: O1CCCC1 (tetrahydrofuran). Conditions: temperature -78 celsius, time 8 hour. Yields the product C(C)(C)(C)OC(N[C@@H](C)C1=CC=C(C=C1)C(C1=NC=CC=C1)O)=O (tert-butyl((1S)-1-{4-[hydroxy (pyridin-2-yl)methyl]phenyl}ethyl)carbamate). As a reaction SMILES: [C:1]([O:5][C:6](=[O:17])[NH:7][C@H:8]([C:10]1[CH:15]=[CH:14][C:13](Br)=[CH:12][CH:11]=1)[CH3:9])([CH3:4])([CH3:3])[CH3:2].C([Li])CCC.[N:23]1[CH:28]=[CH:27][CH:26]=[CH:25][C:24]=1[CH:29]=[O:30].O>O1CCCC1>[C:1]([O:5][C:6](=[O:17])[NH:7][C@H:8]([C:10]1[CH:15]=[CH:14][C:13]([CH:29]([OH:30])[C:24]2[CH:25]=[CH:26][CH:27]=[CH:28][N:23]=2)=[CH:12][CH:11]=1)[CH3:9])([CH3:4])([CH3:3])[CH3:2]. Procedure details: 500 mg of the compound [1-1] was dissolved in 10 mL of tetrahydrofuran and cooled to −78° C. Thereafter, 2.33 mL of n-butyllithium (1.57M hexane solution) was added thereto. After the 1 hour stirring at the same temperature, 193 μL of picolinaldehyde was added to the resulting white suspension, and the suspension was stirred overnight while heating back to room temperature. 50 mL of water was added to the reaction mixture, and the mixture was extracted with 200 mL of ethyl acetate. The obtained ...